Task: describe an organic reaction: reactants, conditions, products, and yield. Dataset: the Open Reaction Database (ORD), a public repository of structured organic reaction records Run in CN(C=O)C (N,N-dimethylformamide). The yield is 97.0%. Run at temperature 55 celsius. As a reaction SMILES: [Cl:1][CH2:2][C:3]([N:5]1[CH2:10][CH2:9][CH:8]([C:11]([NH:13]C(C)(C)C)=O)[CH2:7][CH2:6]1)=[O:4].P(Cl)(Cl)(Cl)=O.O.[OH-].[Na+]>CN(C)C=O>[Cl:1][CH2:2][C:3]([N:5]1[CH2:6][CH2:7][CH:8]([C:11]#[N:13])[CH2:9][CH2:10]1)=[O:4] |f:3.4|. Product: ClCC(=O)N1CCC(CC1)C#N (1-(2-chloroacetyl)-4-piperidinecarbonitrile). Procedure: To a solution of 1-(2-chloroacetyl)-N-(1,1-dimethylethyl)-4-piperidinecarboxamide (26.1 g, 0.10 mol) in N,N-dimethylformamide (35 mL) was added phosphorus oxychloride (18.8 g, 0.123 mol) dropwise over 30 minutes while allowing the temperature of the reaction mixture to rise to 37° C. The reaction mixture was heated at 55° C. for 1 h and then was slowly added to water (about 150 g) cooled with ice to maintain a temperature of about 10° C. The pH of the reaction mixture was adjusted to 5.5 with 50... The reactants are ClCC(=O)N1CCC(CC1)C(=O)NC(C)(C)C (1-(2-chloroacetyl)-N-(1,1-dimethylethyl)-4-piperidinecarboxamide), P(=O)(Cl)(Cl)Cl (phosphorus oxychloride), [OH-].[Na+] (NaOH), O (water). The reactants are [OH-].[Na+] (sodium hydroxide), O (water), ClC1=CC=C(C=C1)C1(CCN(CC1)CCCC1(C2=C(SCC3=C1C=CC=C3)C=CC=C2)C#N)O (4-(4-chlorophenyl)-1-[3-(11-cyano-6,11- dihydrodibenzo[b,e]thiepin-11-yl)propyl]piperidin-4-ol), lithium aluminum hydride THF, O (water). Solvent: C1CCOC1 (THF). Product: ClC1=CC=C(C=C1)C1(CCN(CC1)CCCC1C2=C(SCC3=C1C=CC=C3)C=CC=C2)O (4-(4-Chlorophenyl)-1-[3-(6,11-dihydrodibenzo[b,e]thiepin-11-yl)propyl]piperidin-4-ol). Yield: 68.6%. Reaction SMILES: [Cl:1][C:2]1[CH:7]=[CH:6][C:5]([C:8]2([OH:34])[CH2:13][CH2:12][N:11]([CH2:14][CH2:15][CH2:16][C:17]3(C#N)[C:23]4[CH:24]=[CH:25][CH:26]=[CH:27][C:22]=4[CH2:21][S:20][C:19]4[CH:28]=[CH:29][CH:30]=[CH:31][C:18]3=4)[CH2:10][CH2:9]2)=[CH:4][CH:3]=1.O.[OH-].[Na+]>C1COCC1>[Cl:1][C:2]1[CH:3]=[CH:4][C:5]([C:8]2([OH:34])[CH2:9][CH2:10][N:11]([CH2:14][CH2:15][CH2:16][CH:17]3[C:23]4[CH:24]=[CH:25][CH:26]=[CH:27][C:22]=4[CH2:21][S:20][C:19]4[CH:28]=[CH:29][CH:30]=[CH:31][C:18]3=4)[CH2:12][CH2:13]2)=[CH:6][CH:7]=1 |f:2.3|. Procedure: To a solution of 4-(4-chlorophenyl)-1-[3-(11-cyano-6,11- dihydrodibenzo[b,e]thiepin-11-yl)propyl]piperidin-4-ol (430mg) in THF 10ml) was added 1M lithium aluminum hydride THF solution (1.5 ml) and the mixture was heated to reflux for 3 hours. The reaction mixture was cooled with ice, water (0.06 ml), then 15% aqueous sodium hydroxide (0.06 ml), then water (0.18 ml) were added carefully. The granular salt was filtered off and the filtrate was distilled off under reduced pressure. The residue was ... Starting materials: C1(=CC=CC=C1)[Te]CCC1C(NC(N1)=O)=O (5-(beta[phenyl telluro]ethyl)hydantoin), [OH-].[Na+] (NaOH), FC(C(F)(F)[*:1])(F)[*:2] (polytetrafluoroethylene). Product: NC(C(=O)O)CC[Te]C1=CC=CC=C1 (alpha-amino-gamma-(phenyl telluro)butyric acid). RXN SMILES: [C:1]1([Te:7][CH2:8][CH2:9][CH:10]2[NH:14]C(=O)N[C:11]2=[O:16])[CH:6]=[CH:5][CH:4]=[CH:3][CH:2]=1.[OH-:17].[Na+]>>[NH2:14][CH:10]([CH2:9][CH2:8][Te:7][C:1]1[CH:6]=[CH:5][CH:4]=[CH:3][CH:2]=1)[C:11]([OH:16])=[O:17] |f:1.2|. Reported procedure: Reactor produced 123mTe (65.5 mg, 26.3 mCi) was combined with 188.5 mg of carrier Te powder. This material was stirred in tetrahydrofuran (5 ml) to which was added phenyl magnesium chloride (4 mmole) in the same solvent (2 ml). The mixture was stirred rapidly and refluxed but the reaction did not commence as indicated by the absence of the orange-colored product. After the addition of a small crystal of benzoyl peroxide, reaction began immediately. The orange-colored solution was refluxed 1 minu... Reactants: C[N+]1(CCOCC1)[O-] (NMO), N1=CC(=CC=C1)C(O)C=1C=NC=CC1 (dipyridin-3-ylmethanol), C(Cl)Cl.C(C)#N (methylene chloride acetonitrile), ice, 4A. Reagents/catalysts: CCC[N+](CCC)(CCC)CCC.[O-][Ru](=O)(=O)=O (TPAP). The solvent is CCOCC (ether). The product is N1=CC(=CC=C1)C(=O)C=1C=NC=CC1 (dipyridin-3-ylmethanone). As a reaction SMILES: [N:1]1[CH:6]=[CH:5][CH:4]=[C:3]([CH:7]([C:9]2[CH:10]=[N:11][CH:12]=[CH:13][CH:14]=2)[OH:8])[CH:2]=1.C(Cl)Cl.C(#N)C.C[N+]1([O-])CCOCC1>CCC[N+](CCC)(CCC)CCC.[O-][Ru](=O)(=O)=O.CCOCC>[N:1]1[CH:6]=[CH:5][CH:4]=[C:3]([C:7]([C:9]2[CH:10]=[N:11][CH:12]=[CH:13][CH:14]=2)=[O:8])[CH:2]=1 |f:1.2,4.5|. Procedure details: To a solution of dipyridin-3-ylmethanol (9 g, 48 mmol) in 9:1 methylene chloride/acetonitrile (100 mL) was added powdered 4A molecular sieves (24 g) and NMO (8.5 g, 72 mmol). The resulting mixture was cooled in an ice bath and TPAP (0.85 g, 2.4 mmol) added carefully in 3 portions at 5 min intervals. After stirring for 15 min the ice bath was removed and stirring was continued at RT. After stirring for 3 days, the reaction mixture was filtered through Celite and the cake washed well with methylen... Reactants: CC(=O)OC1CC(Cc2cn(C(C)=O)c3ncccc23)N(C(=O)OCc2ccccc2)C1, CCCC[N+](CCCC)(CCCC)CCCC, C1CCOC1, [F-]. Yields the product CC(=O)n1cc(CC2CC(O)CN2C(=O)OCc2ccccc2)c2cccnc21. Reaction SMILES: [CH2:1]([c:2]1[cH:3][cH:4][cH:5][cH:6][cH:7]1)[O:8][C:9](=[O:10])[N:11]1[CH:12]([CH2:20][c:21]2[cH:22][n:23]([C:30]([CH3:31])=[O:32])[c:24]3[n:25][cH:26][cH:27][cH:28][c:29]23)[CH2:13][CH:14]([O:16][C:17](=[O:18])[CH3:19])[CH2:15]1.[CH2:34]([N+:35]([CH2:36][CH2:37][CH2:38][CH3:39])([CH2:40][CH2:41][CH2:42][CH3:43])[CH2:44][CH2:45][CH2:46][CH3:47])[CH2:48][CH2:49][CH3:50].[CH2:51]1[O:52][CH2:53][CH2:54][CH2:55]1.[F-:33]>>[CH2:1]([c:2]1[cH:3][cH:4][cH:5][cH:6][cH:7]1)[O:8][C:9](=[O:10])[N:11]1[CH:12]([CH2:20][c:21]2[cH:22][n:23]([C:30]([CH3:31])=[O:32])[c:24]3[n:25][cH:26][cH:27][cH:28][c:29]23)[CH2:13][CH:14]([OH:16])[CH2:15]1.